The task is: describe an organic reaction: reactants, conditions, products, and yield. This data is from the Open Reaction Database (ORD), a public repository of structured organic reaction records. Starting materials: C(C)(C)(C)OC(=O)N[C@@H](CSC(C[N+](=O)[O-])C1=CSC=C1)C(=O)O (N-t-butoxycarbonyl-S-[2-nitro-1-(3-thienyl)ethyl]-L-cysteine), [H][H] (hydrogen). Reagents/catalysts: [Pd] (palladium-on-carbon). The product is NCC(C1=CSC=C1)SC[C@H](NC(=O)OC(C)(C)C)C(=O)O (S-[2-Amino-1-(3-thienyl)ethyl]-N-t-butoxycarbonyl-L-cysteine). Yield: 73.2%. As a reaction SMILES: [C:1]([O:5][C:6]([NH:8][C@H:9]([C:22]([OH:24])=[O:23])[CH2:10][S:11][CH:12]([C:17]1[CH:21]=[CH:20][S:19][CH:18]=1)[CH2:13][N+:14]([O-])=O)=[O:7])([CH3:4])([CH3:3])[CH3:2].[H][H]>[Pd]>[NH2:14][CH2:13][CH:12]([S:11][CH2:10][C@@H:9]([C:22]([OH:24])=[O:23])[NH:8][C:6]([O:5][C:1]([CH3:2])([CH3:3])[CH3:4])=[O:7])[C:17]1[CH:21]=[CH:20][S:19][CH:18]=1. Procedure: 74.8 g of N-t-butoxycarbonyl-S-[2-nitro-1-(3-thienyl)ethyl]-L-cysteine were reduced with hydrogen in the presence of 10% w/w palladium-on-carbon, as described in Example 63(b), to give 50.4 g of the title compound as a powder. Starting materials: CCOC(=O)C=Cc1ccc(CC(=O)NC(c2ccccc2)c2ccccc2N2CCCCC2)cc1OCC, CCO, Cl, [Na+], [OH-], O. The product is CCOc1cc(CC(=O)NC(c2ccccc2)c2ccccc2N2CCCCC2)ccc1C=CC(=O)O. As a reaction SMILES: [CH2:1]([CH3:2])[O:3][c:4]1[c:5]([CH:6]=[CH:7][C:8](=[O:9])[O:10][CH2:11][CH3:12])[cH:13][cH:14][c:15]([CH2:17][C:18](=[O:19])[NH:20][CH:21]([c:22]2[c:23]([N:28]3[CH2:29][CH2:30][CH2:31][CH2:32][CH2:33]3)[cH:24][cH:25][cH:26][cH:27]2)[c:34]2[cH:35][cH:36][cH:37][cH:38][cH:39]2)[cH:16]1.[CH3:43][CH2:44][OH:45].[ClH:42].[Na+:41].[OH-:40].[OH2:46]>>[CH2:1]([CH3:2])[O:3][c:4]1[c:5]([CH:6]=[CH:7][C:8](=[O:9])[OH:10])[cH:13][cH:14][c:15]([CH2:17][C:18](=[O:19])[NH:20][CH:21]([c:22]2[c:23]([N:28]3[CH2:29][CH2:30][CH2:31][CH2:32][CH2:33]3)[cH:24][cH:25][cH:26][cH:27]2)[c:34]2[cH:35][cH:36][cH:37][cH:38][cH:39]2)[cH:16]1.